From a dataset of the Open Reaction Database (ORD), a public repository of structured organic reaction records. describe an organic reaction: reactants, conditions, products, and yield The reactants are FC1=CC=C(C=C1)C(O)C1=CC=CC=C1 ((±)-(4-fluorophenyl)phenylmethanol), S(=O)(Cl)Cl (thionyl chloride). The solvent is ClCCl (dichloromethane). Yields the product ClC(C1=CC=C(C=C1)F)C1=CC=CC=C1 ((±)-1-(Chlorophenylmethyl)-4-fluorobenzene). Yield: 95.2%. Reaction SMILES: [F:1][C:2]1[CH:7]=[CH:6][C:5]([CH:8]([C:10]2[CH:15]=[CH:14][CH:13]=[CH:12][CH:11]=2)O)=[CH:4][CH:3]=1.S(Cl)([Cl:18])=O>ClCCl>[Cl:18][CH:8]([C:10]1[CH:15]=[CH:14][CH:13]=[CH:12][CH:11]=1)[C:5]1[CH:6]=[CH:7][C:2]([F:1])=[CH:3][CH:4]=1. Procedure details: In dichloromethane (30 mL), (±)-(4-fluorophenyl)phenylmethanol (2.1 g, 10 mmol) synthesized in Production Example 195 was dissolved, and thionyl chloride (5.1 g, 42 mmol) was added dropwise thereto at a room temperature. After the completion of the dropping, the mixture was heated under reflux, and the completion of the reaction was confirmed by TLC. After the completion of the reaction, the reaction mixture was concentrated, diluted with ethyl acetate, and washed with water. The organic layer w...